From a dataset of the Open Reaction Database (ORD), a public repository of structured organic reaction records. describe an organic reaction: reactants, conditions, products, and yield Reactants: ClC=1N=C(C2=C(N1)C=C(S2)CN2CCN(CC2)C)N2CC1CCC(C2)O1 (3-(2-chloro-6-((4-methylpiperazin-1-yl)methyl)thieno[3,2-d]pyrimidin-4-yl)-8-oxa-3-azabicyclo[3.2.1]octane), CC1(OB(OC1(C)C)C1=CC=C(C=C1)[N+](=O)[O-])C (4,4,5,5-tetramethyl-2-(4-nitrophenyl)-1,3,2-dioxaborolane), C(=O)([O-])[O-].[Na+].[Na+] (Na2CO3). The reagents and catalysts are C=1C=CC(=CC1)[P](C=2C=CC=CC2)(C=3C=CC=CC3)[Pd]([P](C=4C=CC=CC4)(C=5C=CC=CC5)C=6C=CC=CC6)([P](C=7C=CC=CC7)(C=8C=CC=CC8)C=9C=CC=CC9)[P](C=1C=CC=CC1)(C=1C=CC=CC1)C=1C=CC=CC1 (Pd(PPh3)4). Run in COCCOC (DME), C(C)(=O)OCC (ethyl acetate). Yields the product CN1CCN(CC1)CC1=CC=2N=C(N=C(C2S1)N1CC2CCC(C1)O2)C2=CC=C(C=C2)[N+](=O)[O-] (3-(6-((4-methylpiperazin-1-yl)methyl)-2-(4-nitrophenyl)thieno[3,2-d]pyrimidin-4-yl)-8-oxa-3-azabicyclo[3.2.1]octane). Reaction SMILES: Cl[C:2]1[N:3]=[C:4]([N:19]2[CH2:25][CH:24]3[O:26][CH:21]([CH2:22][CH2:23]3)[CH2:20]2)[C:5]2[S:10][C:9]([CH2:11][N:12]3[CH2:17][CH2:16][N:15]([CH3:18])[CH2:14][CH2:13]3)=[CH:8][C:6]=2[N:7]=1.CC1(C)C(C)(C)OB([C:35]2[CH:40]=[CH:39][C:38]([N+:41]([O-:43])=[O:42])=[CH:37][CH:36]=2)O1.C([O-])([O-])=O.[Na+].[Na+]>COCCOC.C(OCC)(=O)C.C1C=CC([P]([Pd]([P](C2C=CC=CC=2)(C2C=CC=CC=2)C2C=CC=CC=2)([P](C2C=CC=CC=2)(C2C=CC=CC=2)C2C=CC=CC=2)[P](C2C=CC=CC=2)(C2C=CC=CC=2)C2C=CC=CC=2)(C2C=CC=CC=2)C2C=CC=CC=2)=CC=1>[CH3:18][N:15]1[CH2:16][CH2:17][N:12]([CH2:11][C:9]2[S:10][C:5]3[C:4]([N:19]4[CH2:25][CH:24]5[O:26][CH:21]([CH2:22][CH2:23]5)[CH2:20]4)=[N:3][C:2]([C:35]4[CH:40]=[CH:39][C:38]([N+:41]([O-:43])=[O:42])=[CH:37][CH:36]=4)=[N:7][C:6]=3[CH:8]=2)[CH2:13][CH2:14]1 |f:2.3.4,^1:66,68,87,106|. Procedure details: In a 100 mL microwave vial was placed 3-(2-chloro-6-((4-methylpiperazin-1-yl)methyl)thieno[3,2-d]pyrimidin-4-yl)-8-oxa-3-azabicyclo[3.2.1]octane (168 mg, 0.426 mmol) and 4,4,5,5-tetramethyl-2-(4-nitrophenyl)-1,3,2-dioxaborolane (127 mg, 0.512 mmol) in DME (5 ml) to give a yellow solution. Na2CO3 (2M solution in water) (0.853 ml, 1.706 mmol) was added. The mixture was degassed by bubbling N2 through the solution. Pd(PPh3)4 (49.3 mg, 0.043 mmol) was added. The mixture was heated under reflux (oil ... The reactants are O=C([O-])[O-], CCOC(=O)c1nc(Br)c2sc(-c3ccccc3)nc2c1O, [Cs+], [Cs+], C1COCCO1, OB(O)c1ccccc1, c1ccc(P(c2ccccc2)(c2ccccc2)[Pd](P(c2ccccc2)(c2ccccc2)c2ccccc2)(P(c2ccccc2)(c2ccccc2)c2ccccc2)P(c2ccccc2)(c2ccccc2)c2ccccc2)cc1. Product: CCOC(=O)c1nc(-c2ccccc2)c2sc(-c3ccccc3)nc2c1O. As a reaction SMILES: [C:32](=[O:33])([O-:34])[O-:35].[CH2:1]([CH3:2])[O:3][C:4](=[O:5])[c:6]1[c:7]([OH:22])[c:8]2[c:9]([c:10]([Br:12])[n:11]1)[s:13][c:14](-[c:16]1[cH:17][cH:18][cH:19][cH:20][cH:21]1)[n:15]2.[Cs+:36].[Cs+:37].[O:38]1[CH2:39][CH2:40][O:41][CH2:42][CH2:43]1.[OH:23][B:24]([OH:25])[c:26]1[cH:27][cH:28][cH:29][cH:30][cH:31]1.[cH:44]1[cH:45][cH:46][c:47]([P:48]([Pd:49]([P:50]([c:51]2[cH:52][cH:53][cH:54][cH:55][cH:56]2)([c:57]2[cH:58][cH:59][cH:60][cH:61][cH:62]2)[c:63]2[cH:64][cH:65][cH:66][cH:67][cH:68]2)([P:69]([c:70]2[cH:71][cH:72][cH:73][cH:74][cH:75]2)([c:76]2[cH:77][cH:78][cH:79][cH:80][cH:81]2)[c:82]2[cH:83][cH:84][cH:85][cH:86][cH:87]2)[P:88]([c:89]2[cH:90][cH:91][cH:92][cH:93][cH:94]2)([c:95]2[cH:96][cH:97][cH:98][cH:99][cH:100]2)[c:101]2[cH:102][cH:103][cH:104][cH:105][cH:106]2)([c:107]2[cH:108][cH:109][cH:110][cH:111][cH:112]2)[c:113]2[cH:114][cH:115][cH:116][cH:117][cH:118]2)[cH:119][cH:120]1>>[CH2:1]([CH3:2])[O:3][C:4](=[O:5])[c:6]1[c:7]([OH:22])[c:8]2[c:9]([c:10](-[c:26]3[cH:27][cH:28][cH:29][cH:30][cH:31]3)[n:11]1)[s:13][c:14](-[c:16]1[cH:17][cH:18][cH:19][cH:20][cH:21]1)[n:15]2.